Dataset: the Open Reaction Database (ORD), a public repository of structured organic reaction records. Task: describe an organic reaction: reactants, conditions, products, and yield The reactants are ClC(C(=O)[O-])(F)F.[Na+] (sodium chlorodifluoroacetate), CC(C#C)O (but-3-yn-2-ol), [N-]=[N+]=[N-].[Na+] (sodium azide), C([O-])([O-])=O.[Cs+].[Cs+] (cesium carbonate). Reagents/catalysts: S(=O)(=O)([O-])[O-].[Cu+2] (copper(II) sulfate), [Cu] (copper). The solvent is O (water), C(C)(C)(C)O (Tert-butanol), C(C)(=O)OCC (ethyl acetate). Product: FC(N1N=NC(=C1)C(C)O)F (1-[1-(Difluoromethyl)triazol-4-yl]ethanol). As a reaction SMILES: Cl[C:2]([F:7])([F:6])C([O-])=O.[Na+].[CH3:9][CH:10]([OH:13])[C:11]#[CH:12].[N-:14]=[N+:15]=[N-:16].[Na+].C(=O)([O-])[O-].[Cs+].[Cs+]>C(OCC)(=O)C.S([O-])([O-])(=O)=O.[Cu+2].[Cu].O.C(O)(C)(C)C>[F:7][CH:2]([F:6])[N:14]1[CH:12]=[C:11]([CH:10]([OH:13])[CH3:9])[N:16]=[N:15]1 |f:0.1,3.4,5.6.7,9.10|. Procedure: Tert-butanol (17.4 ml), water (17.4 ml), and a 1 M aqueous copper(II) sulfate solution (4.64 ml) were added to sodium chlorodifluoroacetate (3.54 g), but-3-yn-2-ol (2.00 ml), sodium azide (1.66 g), cesium carbonate (11.3 g), and copper (1.18 g), and the mixture was reacted for 30 minutes using a microwave reaction apparatus (300 W, 125° C.). The reaction solution was diluted with ethyl acetate. While being washed, the dilution was filtered to remove the aqueous layer. The organic layer was dried...